Task: describe an organic reaction: reactants, conditions, products, and yield. Dataset: the Open Reaction Database (ORD), a public repository of structured organic reaction records Reaction SMILES: [CH2:1]([O:3][C:4]([C:6]1[C:7]([N:26]2[CH:30]=[N:29][N:28]=[N:27]2)=[N:8][C:9]([C:20]2[CH:25]=[CH:24][CH:23]=[CH:22][CH:21]=2)=[C:10]([N+:17]([O-])=O)[C:11]=1[C:12]([O:14][CH2:15][CH3:16])=[O:13])=[O:5])[CH3:2].[H][H]>[Pd].C(OCC)(=O)C>[NH2:17][C:10]1[C:9]([C:20]2[CH:25]=[CH:24][CH:23]=[CH:22][CH:21]=2)=[N:8][C:7]([N:26]2[CH:30]=[N:29][N:28]=[N:27]2)=[C:6]([C:4]([O:3][CH2:1][CH3:2])=[O:5])[C:11]=1[C:12]([O:14][CH2:15][CH3:16])=[O:13]. Solvent: C(C)(=O)OCC (ethyl acetate). Yield: 51.5%. Reagents/catalysts: [Pd] (Pd-C). Reported procedure: A mixture of 0.36 g of 3,4-diethoxycarbonyl-5-nitro-6-phenyl-2-(tetrazol-1-yl)pyridine, 0.3 g of 10% Pd-C (50% wet) and 30 ml of ethyl acetate was stirred at room temperature for 2 hours in a stream of hydrogen. After the catalyst was filtered off, the reaction mixture was subjected to silica gel column chromatography with chloroform as the eluent, to give 0.172 g of the title compound. Starting materials: C(C)OC(=O)C=1C(=NC(=C(C1C(=O)OCC)[N+](=O)[O-])C1=CC=CC=C1)N1N=NN=C1 (3,4-diethoxycarbonyl-5-nitro-6-phenyl-2-(tetrazol-1-yl)pyridine), [H][H] (hydrogen). Yields the product NC=1C(=NC(=C(C1C(=O)OCC)C(=O)OCC)N1N=NN=C1)C1=CC=CC=C1 (3-Amino-4,5-diethoxycarbonyl-2-phenyl-6-(tetrazol-1-yl)pyridine). Starting materials: ClC=1C(=C(C=CC1C#N)N[C@@H](C(=O)O)[C@H](C)O)C ((2R,3S)-2-(3-chloro-4-cyano-2-methylphenylamino)-3-hydroxybutanoic acid), CS(=O)(=O)C1=CC=C(C(=O)NN)C=C1 (4-(methylsulfonyl)benzohydrazide), intermediate 3b. Product: ClC=1C(=C(C=CC1C#N)N[C@@H](C(=O)N(N)C(C1=CC=C(C=C1)S(=O)(=O)C)=O)[C@H](C)O)C (N-((2R,3S)-2-(3-Chloro-4-cyano-2-methylphenylamino)-3-hydroxybutanoyl)-4-(methylsulphonyl)benzohydrazide). Yield: 83.2%. RXN SMILES: [Cl:1][C:2]1[C:3]([CH3:18])=[C:4]([NH:10][C@H:11]([C@@H:15]([OH:17])[CH3:16])[C:12]([OH:14])=O)[CH:5]=[CH:6][C:7]=1[C:8]#[N:9].[CH3:19][S:20]([C:23]1[CH:32]=[CH:31][C:26]([C:27]([NH:29][NH2:30])=[O:28])=[CH:25][CH:24]=1)(=[O:22])=[O:21]>>[Cl:1][C:2]1[C:3]([CH3:18])=[C:4]([NH:10][C@H:11]([C@@H:15]([OH:17])[CH3:16])[C:12]([N:29]([C:27](=[O:28])[C:26]2[CH:25]=[CH:24][C:23]([S:20]([CH3:19])(=[O:22])=[O:21])=[CH:32][CH:31]=2)[NH2:30])=[O:14])[CH:5]=[CH:6][C:7]=1[C:8]#[N:9]. Reported procedure: (2R,3S)-2-(3-chloro-4-cyano-2-methylphenylamino)-3-hydroxybutanoic acid (813 mg, 3.0 mmol) and 4-(methylsulfonyl)benzohydrazide (648 mg, 3.0 mmol) were coupled in a procedure analogous to that described for the preparation of intermediate 3b. The crude product was recrystallized from hotchloroform (100 mL to yield product as a white solid (1.16 g, 82%). 1H NMR (500 MHz, acetone-d6, δ in ppm) 9.83 (br s, 2H), 8.14 (AA′XX′, J=8.5 Hz, 2H), 8.06 (AA′XX′, J=8.5 Hz, 2H), 7.53 (d, J=8.6 Hz, 1H), 6.70 (... Reactants: O=C(n1ccnc1)n1ccnc1, ClCCl, Cc1c[nH]c(Cc2ccccc2N)n1. Product: Cc1cn2c(n1)Cc1ccccc1NC2=O. RXN SMILES: [C:15](=[O:16])([n:17]1[cH:18][cH:19][n:20][cH:21]1)[n:22]1[cH:23][cH:24][n:25][cH:26]1.[CH2:27]([Cl:28])[Cl:29].[CH3:1][c:2]1[n:3][c:4]([CH2:7][c:8]2[c:9]([NH2:14])[cH:10][cH:11][cH:12][cH:13]2)[nH:5][cH:6]1>>[CH3:1][c:2]1[n:3][c:4]2[n:5]([cH:6]1)[C:15](=[O:16])[NH:14][c:9]1[c:8]([cH:13][cH:12][cH:11][cH:10]1)[CH2:7]2. The reactants are CN(C)C=NS(=O)(=O)CCC(CCCO)(C)C (6-(N,N-dimethylaminomethylene)aminosulfonyl-4,4-dimethyl-1-hexanol), ClC=1C(=CC=2N(N1)N=CN2)C (6-chloro-7-methyl[1,2,4]triazolo[1,5-b]pyridazine). Yields the product CC(CCCOC=1C(=CC=2N(N1)N=CN2)C)(CCS(N)(=O)=O)C (6-(4,4-dimethyl-6-sulfamoyl-1-hexyloxy)-7-methyl[1,2,4]triazolo[1,5-b]pyridazine). Reaction SMILES: CN(C=[N:5][S:6]([CH2:9][CH2:10][C:11]([CH3:17])([CH3:16])[CH2:12][CH2:13][CH2:14][OH:15])(=[O:8])=[O:7])C.Cl[C:19]1[C:20]([CH3:28])=[CH:21][C:22]2[N:23]([N:25]=[CH:26][N:27]=2)[N:24]=1>>[CH3:17][C:11]([CH3:16])([CH2:10][CH2:9][S:6](=[O:7])(=[O:8])[NH2:5])[CH2:12][CH2:13][CH2:14][O:15][C:19]1[C:20]([CH3:28])=[CH:21][C:22]2[N:23]([N:25]=[CH:26][N:27]=2)[N:24]=1. Procedure details: Using 6-(N,N-dimethylaminomethylene)aminosulfonyl-4,4-dimethyl-1-hexanol and 6-chloro-7-methyl[1,2,4]triazolo[1,5-b]pyridazine, the same reaction as in Example 6 was conducted to produce the title compound. m.p. 154°-155° C. Reactants: C(C1=CC=CC=C1)=O (benzaldehyde), Alkene, CCCCCC.CCOC(=O)C (Hexane EtOAc), CC1=CC2=C(N=C(S2)C2=CC=C(CP(OCC)(OCC)=O)C=C2)C=C1 (diethyl 4-(6-methylbenzothiazol-2-yl)benzylphosphonate), CC(C)([O-])C.[K+] (potassium t-butoxide). Run in C1CCOC1 (THF), C1CCOC1 (THF). Yields the product CC1=CC2=C(N=C(S2)C2=CC=C(C=C2)\C=C\C2=CC=CC=C2)C=C1 (6-Methyl-2-{4-[(E)-2-phenylethenyl]phenyl}-1,3-benzothiazole). The yield is 61.1%. RXN SMILES: [CH3:1][C:2]1[CH:25]=[CH:24][C:5]2[N:6]=[C:7]([C:9]3[CH:23]=[CH:22][C:12]([CH2:13]P(=O)(OCC)OCC)=[CH:11][CH:10]=3)[S:8][C:4]=2[CH:3]=1.CC(C)([O-])C.[K+].[CH:32](=O)[C:33]1[CH:38]=[CH:37][CH:36]=[CH:35][CH:34]=1.CCCCCC.CCOC(C)=O>C1COCC1>[CH3:1][C:2]1[CH:25]=[CH:24][C:5]2[N:6]=[C:7]([C:9]3[CH:10]=[CH:11][C:12](/[CH:13]=[CH:32]/[C:33]4[CH:38]=[CH:37][CH:36]=[CH:35][CH:34]=4)=[CH:22][CH:23]=3)[S:8][C:4]=2[CH:3]=1 |f:1.2,4.5|. Procedure details: Prepared as described in the Alkene Formation section using diethyl 4-(6-methylbenzothiazol-2-yl)benzylphosphonate (0.30 g, 0.80 mmol) in dry THF (15 ml), potassium t-butoxide (0.10 g, 0.88 mmol) and benzaldehyde (0.085 g, 0.80 mmol) in dry THF (5 ml) to give the title compound (0.16 g, 60%) as a pale yellow solid after work-up and flash chromatography (2:1 Hexane/EtOAc). The reactants are [Al+3], CCOC(=O)C1CCN(Cc2ccccc2)CC1=O, CCOCC, [H-], [H-], [H-], [H-], [Li+]. The product is CCOC(=O)C1CCN(Cc2ccccc2)CC1O. RXN SMILES: [Al+3:21].[CH2:1]([c:2]1[cH:3][cH:4][cH:5][cH:6][cH:7]1)[N:8]1[CH2:9][C:10](=[O:19])[CH:11]([C:14](=[O:15])[O:16][CH2:17][CH3:18])[CH2:12][CH2:13]1.[CH3:26][CH2:27][O:28][CH2:29][CH3:30].[H-:20].[H-:23].[H-:24].[H-:25].[Li+:22]>>[CH2:1]([c:2]1[cH:3][cH:4][cH:5][cH:6][cH:7]1)[N:8]1[CH2:9][CH:10]([OH:19])[CH:11]([C:14](=[O:15])[O:16][CH2:17][CH3:18])[CH2:12][CH2:13]1. Reactants: CCN=C=NCCCN(C)C, CN(C)c1ccncc1, Cl, CC(C)(C)OC(=O)NCc1cc(N)cc(C(F)(F)F)c1, Nc1cc(Oc2ccc3c(c2)CC(C(=O)O)CC3)ccn1, CN(C)C=O, O. Yields the product CC(C)(C)OC(=O)NCc1cc(NC(=O)C2CCc3ccc(Oc4ccnc(N)c4)cc3C2)cc(C(F)(F)F)c1. RXN SMILES: [CH3:43][CH2:44][N:45]=[C:46]=[N:47][CH2:48][CH2:49][CH2:50][N:51]([CH3:52])[CH3:53].[CH3:54][N:55]([c:56]1[cH:57][cH:58][n:59][cH:60][cH:61]1)[CH3:62].[ClH:1].[NH2:23][c:24]1[cH:25][c:26]([CH2:27][NH:28][C:29]([O:30][C:31]([CH3:32])([CH3:33])[CH3:34])=[O:35])[cH:36][c:37]([C:39]([F:40])([F:41])[F:42])[cH:38]1.[NH2:2][c:3]1[n:4][cH:5][cH:6][c:7]([O:9][c:10]2[cH:11][cH:12][c:13]3[c:18]([cH:19]2)[CH2:17][CH:16]([C:20](=[O:21])[OH:22])[CH2:15][CH2:14]3)[cH:8]1.[O:63]=[CH:64][N:65]([CH3:66])[CH3:67].[OH2:68]>>[NH2:2][c:3]1[n:4][cH:5][cH:6][c:7]([O:9][c:10]2[cH:11][cH:12][c:13]3[c:18]([cH:19]2)[CH2:17][CH:16]([C:20](=[O:22])[NH:23][c:24]2[cH:25][c:26]([CH2:27][NH:28][C:29]([O:30][C:31]([CH3:32])([CH3:33])[CH3:34])=[O:35])[cH:36][c:37]([C:39]([F:40])([F:41])[F:42])[cH:38]2)[CH2:15][CH2:14]3)[cH:8]1. Reactants: CC#N, CC(C)(CNc1c([N+](=O)[O-])c(Cl)nc2ccccc12)NS(C)(=O)=O. Yields the product CC(C)(CNc1c(N)c(Cl)nc2ccccc12)NS(C)(=O)=O. As a reaction SMILES: [CH3:25][C:26]#[N:27].[Cl:1][c:2]1[n:3][c:4]2[cH:5][cH:6][cH:7][cH:8][c:9]2[c:10]([NH:15][CH2:16][C:17]([CH3:18])([CH3:19])[NH:20][S:21](=[O:22])(=[O:23])[CH3:24])[c:11]1[N+:12]([O-:13])=[O:14]>>[Cl:1][c:2]1[n:3][c:4]2[cH:5][cH:6][cH:7][cH:8][c:9]2[c:10]([NH:15][CH2:16][C:17]([CH3:18])([CH3:19])[NH:20][S:21](=[O:22])(=[O:23])[CH3:24])[c:11]1[NH2:12]. The reactants are ClC1=CC2=C(N(C(CC(N2C2=CC=CC=C2)=O)=O)C)C=C1 (7-chloro-1-methyl-5-phenyl-1H-1,5-benzodiazepine-2,4(3H,5H)-dione), CC(C)(C)[O-].[K+] (potassium tert-butylate), N(=O)OC(C)(C)CC (tert-amyl nitrite). The solvent is C(C)(C)(C)O (tert-butanol). Run at temperature 20 celsius, time 16 hour. Yields the product ClC1=CC2=C(N(C(C(C(N2C2=CC=CC=C2)=O)=NO)=O)C)C=C1 (7-chloro-1-methyl-5-phenyl-1H-1,5-benzodiazepin-2,3,4(5H)-trione 3-oxime). Yield: 85.0%. Reaction SMILES: [Cl:1][C:2]1[CH:21]=[CH:20][C:5]2[N:6]([CH3:19])[C:7](=[O:18])[CH2:8][C:9](=[O:17])[N:10]([C:11]3[CH:16]=[CH:15][CH:14]=[CH:13][CH:12]=3)[C:4]=2[CH:3]=1.CC([O-])(C)C.[K+].[N:28](OC(CC)(C)C)=[O:29]>C(O)(C)(C)C>[Cl:1][C:2]1[CH:21]=[CH:20][C:5]2[N:6]([CH3:19])[C:7](=[O:18])[C:8](=[N:28][OH:29])[C:9](=[O:17])[N:10]([C:11]3[CH:16]=[CH:15][CH:14]=[CH:13][CH:12]=3)[C:4]=2[CH:3]=1 |f:1.2|. Reported procedure: 3 g of 7-chloro-1-methyl-5-phenyl-1H-1,5-benzodiazepine-2,4(3H,5H)-dione were suspended in 30 ml of tert-butanol and 1.12 g of potassium tert-butylate were added in small fractions. While maintaining the temperature at 20° C. with a water bath, 2.3 ml of tert-amyl nitrite were added and the solution thickened and a precipitate formed. After standing for 16 hours at ambient temperature, the precipitate formed was separated off (potassium salt of the oxime) and dissolved in 20 ml of water and acid... Starting materials: C(C)(C)N(CC)C(C)C (diisopropylethylamine), FC1=CC=C(C=C1)[N+](=O)[O-] (4-Fluoronitrobenzene), CC1CNCC(O1)C (2,6-dimethylmorpholine). The solvent is CN(C)C=O (DMF). Yields the product C[C@@H]1CN(C[C@@H](O1)C)C1=CC=C(N)C=C1 (cis-4-(2,6-dimethylmorpholin-4-yl)aniline), C[C@@H]1CN(C[C@H](O1)C)C1=CC=C(N)C=C1 (trans-4-(2,6-dimethylmorpholin-4-yl)aniline). Reaction SMILES: F[C:2]1[CH:7]=[CH:6][C:5]([N+:8]([O-])=O)=[CH:4][CH:3]=1.[CH3:11][CH:12]1[O:17][CH:16]([CH3:18])[CH2:15][NH:14][CH2:13]1.C(N(C(C)C)CC)(C)C>CN(C=O)C>[CH3:18][C@H:16]1[O:17][C@@H:12]([CH3:11])[CH2:13][N:14]([C:2]2[CH:7]=[CH:6][C:5]([NH2:8])=[CH:4][CH:3]=2)[CH2:15]1.[CH3:18][C@H:16]1[O:17][C@H:12]([CH3:11])[CH2:13][N:14]([C:2]2[CH:7]=[CH:6][C:5]([NH2:8])=[CH:4][CH:3]=2)[CH2:15]1. Procedure details: 4-Fluoronitrobenzene and 2,6-dimethylmorpholine were allowed to undergo the reaction in DMF in the presence of diisopropylethylamine, and then cis and trans isomers were separated and purified by a silica gel column chromatography and respectively subjected to catalytic hydrogenation in the same manner as shown in Reference Example 3 to obtain cis-4-(2,6-dimethylmorpholin-4-yl)aniline (Reference Example 7; F: 207) and trans-4-(2,6-dimethylmorpholin-4-yl)aniline (Reference Example 8; F: 207).